This data is from the Open Reaction Database (ORD), a public repository of structured organic reaction records. The task is: describe an organic reaction: reactants, conditions, products, and yield The reactants are [BH4-], COc1ccc(C2CC(=O)CCC2[N+](=O)[O-])cc1OC, COCCOC, CO, [Na+], O. Product: COc1ccc(C2CC(O)CCC2[N+](=O)[O-])cc1OC. RXN SMILES: [BH4-:29].[CH3:1][O:2][c:3]1[cH:4][c:5]([CH:11]2[CH2:12][C:13](=[O:20])[CH2:14][CH2:15][CH:16]2[N+:17](=[O:18])[O-:19])[cH:6][cH:7][c:8]1[O:9][CH3:10].[CH3:21][O:22][CH2:23][CH2:24][O:25][CH3:26].[CH3:27][OH:28].[Na+:30].[OH2:31]>>[CH3:1][O:2][c:3]1[cH:4][c:5]([CH:11]2[CH2:12][CH:13]([OH:20])[CH2:14][CH2:15][CH:16]2[N+:17](=[O:18])[O-:19])[cH:6][cH:7][c:8]1[O:9][CH3:10].